Task: describe an organic reaction: reactants, conditions, products, and yield. Dataset: the Open Reaction Database (ORD), a public repository of structured organic reaction records Reactants: BrCc1ccc2ccccc2c1, O=C([O-])[O-], O=C([O-])[O-], CC(C)=O, [Cs+], [Cs+], [I-], [K+], [K+], [Na+], CCCCCC(O)c1cccc(O)c1. Yields the product CCCCCC(O)c1cccc(OCc2ccc3ccccc3c2)c1. RXN SMILES: [Br:1][CH2:2][c:3]1[cH:4][c:5]2[cH:6][cH:7][cH:8][cH:9][c:10]2[cH:11][cH:12]1.[C:27](=[O:28])([O-:29])[O-:30].[C:35](=[O:36])([O-:37])[O-:38].[CH3:41][C:42](=[O:43])[CH3:44].[Cs+:39].[Cs+:40].[I-:34].[K+:31].[K+:32].[Na+:33].[OH:13][CH:14]([CH2:15][CH2:16][CH2:17][CH2:18][CH3:19])[c:20]1[cH:21][c:22]([OH:26])[cH:23][cH:24][cH:25]1>>[CH2:2]([c:3]1[cH:4][c:5]2[cH:6][cH:7][cH:8][cH:9][c:10]2[cH:11][cH:12]1)[O:26][c:22]1[cH:21][c:20]([CH:14]([OH:13])[CH2:15][CH2:16][CH2:17][CH2:18][CH3:19])[cH:25][cH:24][cH:23]1.